This data is from the Open Reaction Database (ORD), a public repository of structured organic reaction records. The task is: describe an organic reaction: reactants, conditions, products, and yield The reactants are solution, C(CCC)[Li] (n-butyllithium), S(=O)(=O)(Cl)Cl (sulfuryl chloride), ClC1=C(C=CC=C1)S(=O)(=O)N(C)C (2-chloro-N,N-dimethylbenzenesulfonamide). Solvent: hexanes, hexanes, CCOCC (ether). Run at time 2 hour. Product: ClC=1C(=C(C=CC1)S(=O)(=O)Cl)S(N(C)C)(=O)=O (3-chloro-2-(N,N-dimethylsulfamoyl)benzenesulfonyl chloride). RXN SMILES: [Cl:1][C:2]1[CH:7]=[CH:6][CH:5]=[CH:4][C:3]=1[S:8]([N:11]([CH3:13])[CH3:12])(=[O:10])=[O:9].C([Li])CCC.[S:19](Cl)([Cl:22])(=[O:21])=[O:20]>CCOCC>[Cl:1][C:2]1[C:3]([S:8](=[O:9])(=[O:10])[N:11]([CH3:13])[CH3:12])=[C:4]([S:19]([Cl:22])(=[O:21])=[O:20])[CH:5]=[CH:6][CH:7]=1. Reported procedure: To a stirred mixture of 29 g of 2-chloro-N,N-dimethylbenzenesulfonamide and 150 mL ether at -5° C. to 0° C. was added dropwise under nitrogen 94 mL of a 1.55M solution of n-butyllithium in hexanes. When the addition was complete, the reaction mixture was allowed to warm to room temperature and was stirred for 2 hours. The reaction mixture was then recooled to -30° C. to -20° C., and treated with a solution of 22 mL of sulfuryl chloride in 60 mL hexanes, added at a rate that maintained the temper... The reactants are CCO, [Cl-], O=C(c1ccccn1)c1[nH]c2cc(Cl)ccc2c1[N+](=O)[O-], [Fe], [NH4+]. Yields the product Nc1c(C(=O)c2ccccn2)[nH]c2cc(Cl)ccc12. Reaction SMILES: [CH3:24][CH2:25][OH:26].[Cl-:22].[Cl:1][c:2]1[cH:3][cH:4][c:5]2[c:6]([N+:19]([O-:20])=[O:21])[c:7]([C:11](=[O:12])[c:13]3[n:14][cH:15][cH:16][cH:17][cH:18]3)[nH:8][c:9]2[cH:10]1.[Fe:27].[NH4+:23]>>[Cl:1][c:2]1[cH:3][cH:4][c:5]2[c:6]([NH2:19])[c:7]([C:11](=[O:12])[c:13]3[n:14][cH:15][cH:16][cH:17][cH:18]3)[nH:8][c:9]2[cH:10]1. Starting materials: NC=1C=C(C=CC1NC(C)(C)C)C1(N(C(C2=CC=CC=C12)=O)CC1=CC=CC=C1)O (3-{3-amino-4-[(1,1-dimethylethyl)amino]phenyl}-3-hydroxy-2-(phenylmethyl)-2,3-dihydro-1H-isoindol-1-one), N#CBr (cyanogen bromide). The solvent is C(C)O (ethanol). Yields the product NC1=NC2=C(N1C(C)(C)C)C=CC(=C2)C2(N(C(C1=CC=CC=C21)=O)CC2=CC=CC=C2)O (3-[2-amino-1-(1,1-dimethylethyl)-1H-benzimidazol-5-yl]-3-hydroxy-2-(phenylmethyl)-2,3-dihydro-1H-isoindol-1-one). Yield: 0.7%. As a reaction SMILES: [NH2:1][C:2]1[CH:3]=[C:4]([C:13]2([OH:30])[C:21]3[C:16](=[CH:17][CH:18]=[CH:19][CH:20]=3)[C:15](=[O:22])[N:14]2[CH2:23][C:24]2[CH:29]=[CH:28][CH:27]=[CH:26][CH:25]=2)[CH:5]=[CH:6][C:7]=1[NH:8][C:9]([CH3:12])([CH3:11])[CH3:10].[N:31]#[C:32]Br>C(O)C>[NH2:31][C:32]1[N:8]([C:9]([CH3:12])([CH3:11])[CH3:10])[C:7]2[CH:6]=[CH:5][C:4]([C:13]3([OH:30])[C:21]4[C:16](=[CH:17][CH:18]=[CH:19][CH:20]=4)[C:15](=[O:22])[N:14]3[CH2:23][C:24]3[CH:25]=[CH:26][CH:27]=[CH:28][CH:29]=3)=[CH:3][C:2]=2[N:1]=1. Reported procedure: A solution of 3-{3-amino-4-[(1,1-dimethylethyl)amino]phenyl}-3-hydroxy-2-(phenylmethyl)-2,3-dihydro-1H-isoindol-1-one (347 mg, 0.862 mmol) and cyanogen bromide (100 mg, 0.948 mmol) in anhydrous ethanol (10 mL) was heated to reflux for 6 h, at which time it was cooled to room temperature and concentrated in vacuo. The residue was taken up in ethyl acetate (200 mL) and washed with saturated aqueous sodium bicarbonate and brine then dried over anhydrous magnesium sulfate, filtered and the filtrate ... Reactants: Cl (hydrochloric acid), BrC1=C(OC=C1)C=O (3-bromofuran-2-carbaldehyde), CC(C)=CC (2-methyl-2-butene), Cl(=O)[O-].[Na+] (sodium chlorite), P(=O)(O)(O)[O-].[Na+] (sodium dihydrogen phosphate). Run in C(C)(C)(C)O (tert-butanol), O (water). Run at time 8 hour. Product: BrC1=C(OC=C1)C(=O)O (3-bromofuran-2-carboxylic acid). The yield is 74.4%. RXN SMILES: [Br:1][C:2]1[CH:6]=[CH:5][O:4][C:3]=1[CH:7]=[O:8].CC(=CC)C.Cl([O-])=[O:15].[Na+].P([O-])(O)(O)=O.[Na+].Cl>C(O)(C)(C)C.O>[Br:1][C:2]1[CH:6]=[CH:5][O:4][C:3]=1[C:7]([OH:15])=[O:8] |f:2.3,4.5|. Reported procedure: To a solution of 3-bromofuran-2-carbaldehyde (25.0 g) and 2-methyl-2-butene (45.4 mL) in tert-butanol (250 mL) was added dropwise a solution of 80% sodium chlorite (40.5 g) and sodium dihydrogen phosphate (51.5 g) in water (350 mL) at room temperature, and the mixture was stirred overnight. To the reaction mixture was added 1M hydrochloric acid (300 ml), and the mixture was extracted with ethyl acetate. The extract was washed with saturated brine, dried over anhydrous magnesium sulfate, and conc... Starting materials: CO, Cl, CC(=O)c1ccc2c(c1)c(-c1ccc(F)cc1)nn2C1CCCCO1. Yields the product CC(=O)c1ccc2[nH]nc(-c3ccc(F)cc3)c2c1. Reaction SMILES: [CH3:27][OH:28].[ClH:26].[F:1][c:2]1[cH:3][cH:4][c:5](-[c:8]2[n:9][n:10]([CH:20]3[CH2:21][CH2:22][CH2:23][CH2:24][O:25]3)[c:11]3[cH:12][cH:13][c:14]([C:17]([CH3:18])=[O:19])[cH:15][c:16]23)[cH:6][cH:7]1>>[F:1][c:2]1[cH:3][cH:4][c:5](-[c:8]2[n:9][nH:10][c:11]3[cH:12][cH:13][c:14]([C:17]([CH3:18])=[O:19])[cH:15][c:16]23)[cH:6][cH:7]1. Reactants: COC(COC1=C(C=C(C=C1)OCC#CC1=CC(=CC(=C1)C#CCN1CCOCC1)C#CC1=CC=C(C=C1)Cl)C)=O ((4-{3-[3-(4-chloro-phenylethynyl)-5-(3-morpholin-4-yl-prop-1-ynyl)-phenyl]-prop-2-ynyloxy}-2-methyl-phenoxy)-acetic acid methyl ester), ice, [Li+].[OH-] (LiOH), O (water), Cl (HCl). The solvent is C1CCOC1 (THF), CO (methanol). Reaction conditions: temperature 0 celsius, time 460 minute. Product: ClC1=CC=C(C=C1)C#CC=1C=C(C=C(C1)C#CCN1CCOCC1)C#CCOC1=CC(=C(OCC(=O)O)C=C1)C ((4-{3-[3-(4-Chloro-phenylethynyl)-5-(3-morpholin-4-yl-prop-1-ynyl)-phenyl]-prop-2-ynyloxy}-2-methyl-phenoxy)-acetic acid). As a reaction SMILES: C[O:2][C:3](=[O:41])[CH2:4][O:5][C:6]1[CH:11]=[CH:10][C:9]([O:12][CH2:13][C:14]#[C:15][C:16]2[CH:21]=[C:20]([C:22]#[C:23][CH2:24][N:25]3[CH2:30][CH2:29][O:28][CH2:27][CH2:26]3)[CH:19]=[C:18]([C:31]#[C:32][C:33]3[CH:38]=[CH:37][C:36]([Cl:39])=[CH:35][CH:34]=3)[CH:17]=2)=[CH:8][C:7]=1[CH3:40].[Li+].[OH-].O.Cl>C1COCC1.CO>[Cl:39][C:36]1[CH:37]=[CH:38][C:33]([C:32]#[C:31][C:18]2[CH:17]=[C:16]([C:15]#[C:14][CH2:13][O:12][C:9]3[CH:10]=[CH:11][C:6]([O:5][CH2:4][C:3]([OH:41])=[O:2])=[C:7]([CH3:40])[CH:8]=3)[CH:21]=[C:20]([C:22]#[C:23][CH2:24][N:25]3[CH2:26][CH2:27][O:28][CH2:29][CH2:30]3)[CH:19]=2)=[CH:34][CH:35]=1 |f:1.2|. Procedure details: To a solution of (4-{3-[3-(4-chloro-phenylethynyl)-5-(3-morpholin-4-yl-prop-1-ynyl)-phenyl]-prop-2-ynyloxy}-2-methyl-phenoxy)-acetic acid methyl ester (63 mg, 0.11 mmol) in THF (1.25 ml) and methanol (0.25 ml) was added a ice-cold solution of LiOH (1 M, 1.25 ml). The reaction mixture was stirred at 0° C. for 460 min., after which water (10 ml) and aqueous HCl (1M, 1.75 ml) were added. The mixture was extracted with ethyl acetate (2×10 ml), and the combined organic phases were dried and evaporate... Starting materials: O=c1cc(CCBr)c2cc([N+](=O)[O-])ccc2[nH]1, O=C([O-])O, CN(C)C=O, c1ccc2c(C3CCNCC3)c[nH]c2c1, [Na+], O. The product is O=c1cc(CCN2CCC(c3c[nH]c4ccccc34)CC2)c2cc([N+](=O)[O-])ccc2[nH]1. RXN SMILES: [Br:1][CH2:2][CH2:3][c:4]1[cH:5][c:6](=[O:17])[nH:7][c:8]2[cH:9][cH:10][c:11]([N+:14](=[O:15])[O-:16])[cH:12][c:13]12.[C:33](=[O:34])([O-:35])[OH:36].[CH3:39][N:40]([CH3:41])[CH:42]=[O:43].[NH:18]1[CH2:19][CH2:20][CH:21]([c:24]2[cH:25][nH:26][c:27]3[cH:28][cH:29][cH:30][cH:31][c:32]23)[CH2:22][CH2:23]1.[Na+:37].[OH2:38]>>[CH2:2]([CH2:3][c:4]1[cH:5][c:6](=[O:17])[nH:7][c:8]2[cH:9][cH:10][c:11]([N+:14](=[O:15])[O-:16])[cH:12][c:13]12)[N:18]1[CH2:19][CH2:20][CH:21]([c:24]2[cH:25][nH:26][c:27]3[cH:28][cH:29][cH:30][cH:31][c:32]23)[CH2:22][CH2:23]1.